Dataset: the Open Reaction Database (ORD), a public repository of structured organic reaction records. Task: describe an organic reaction: reactants, conditions, products, and yield Reactants: [OH-].[Na+] (sodium hydroxide), C1(=CC=CC=C1)C(C(=O)C1=CC=NC=C1)=O (1 -phenyl-2-(4-pyridinyl)ethanedione), N(C(=N)N)C=1NC2=C(N1)C=CC=C2 (2-guanidinobenzimidazole). The solvent is O (water), CO (methanol). The product is N1=C(NC2=C1C=CC=C2)N=C2NC1(C(NC(N1)=NC=1NC3=C(N1)C=CC=C3)(N2)C2=CC=CC=C2)C2=CC=NC=C2 (2,5-bis[2-benzimidazolylimino]-3a-(4-pyridyl)-6a-phenyl-1,2,3,3a,4,5,6,6a-octahydroimidazo[4,5-d]imidazole), crystals. Yield: 3.0%. RXN SMILES: [C:1]1([C:7](=O)[C:8]([C:10]2[CH:15]=[CH:14][N:13]=[CH:12][CH:11]=2)=O)[CH:6]=[CH:5][CH:4]=[CH:3][CH:2]=1.[NH:17]([C:21]1[NH:22][C:23]2[CH:29]=[CH:28][CH:27]=[CH:26][C:24]=2[N:25]=1)[C:18]([NH2:20])=[NH:19].[OH-].[Na+]>CO.O>[N:25]1[C:24]2[CH:26]=[CH:27][CH:28]=[CH:29][C:23]=2[NH:22][C:21]=1[N:17]=[C:18]1[NH:20][C:7]2([C:1]3[CH:6]=[CH:5][CH:4]=[CH:3][CH:2]=3)[NH:20][C:18](=[N:17][C:21]3[NH:25][C:24]4[CH:26]=[CH:27][CH:28]=[CH:29][C:23]=4[N:22]=3)[NH:19][C:8]2([C:10]2[CH:15]=[CH:14][N:13]=[CH:12][CH:11]=2)[NH:19]1 |f:2.3|. Procedure details: Following the procedure of Example 1, 1 -phenyl-2-(4-pyridinyl)ethanedione (500 mg, 2.42 mmol) and 2-guanidinobenzimidazole (1.0 g, 6.0 mmol) in methanol (10 mL) was treated with a solution of sodium hydroxide (40 mg, 1.0 mmol) in 1 mL of water. The title compound was isolated as pale yellow crystals (45 mg, 3% yield). 1H NMR (300 MHz, d6 -DMSO) δ 11.5 (br s, NH, 1 H), 1 1.0 (br.s, NH, 1H), 10.0 (br s, NH, 1 H), 8.6 (br s, NH, 1 H), 8.4 (m, 2 H), 7.4-6.8 (m, 15H); MS (ESI) m/z 526 [M+H]+. Reactants: CC=1C=C(C(=O)C2=CNC3=CC=C(C=C3C2=O)F)C=CC1C (3-(3,4-dimethyl-benzoyl)-6-fluoro-1H-quinolin-4-one), C[Si]([N-][Si](C)(C)C)(C)C.[K+] (potassium hexamethyldisilazide), CC=1C=C(CBr)C=CC1 (3-methylbenzyl bromide). The solvent is O1CCCC1 (tetrahydrofuran). Run at temperature 60 celsius. The product is CC=1C=C(C(=O)C2=CN(C3=CC=C(C=C3C2=O)F)CC2=CC(=CC=C2)C)C=CC1C (3-(3,4-dimethyl-benzoyl)-6-fluoro-1-(3-methyl-benzyl)-1H-quinolin-4-one). The yield is 77.3%. As a reaction SMILES: [CH3:1][C:2]1[CH:3]=[C:4]([CH:19]=[CH:20][C:21]=1[CH3:22])[C:5]([C:7]1[C:16](=[O:17])[C:15]2[C:10](=[CH:11][CH:12]=[C:13]([F:18])[CH:14]=2)[NH:9][CH:8]=1)=[O:6].C[Si](C)(C)[N-][Si](C)(C)C.[K+].[CH3:33][C:34]1[CH:35]=[C:36]([CH:39]=[CH:40][CH:41]=1)[CH2:37]Br>O1CCCC1>[CH3:1][C:2]1[CH:3]=[C:4]([CH:19]=[CH:20][C:21]=1[CH3:22])[C:5]([C:7]1[C:16](=[O:17])[C:15]2[C:10](=[CH:11][CH:12]=[C:13]([F:18])[CH:14]=2)[N:9]([CH2:33][C:34]2[CH:41]=[CH:40][CH:39]=[C:36]([CH3:37])[CH:35]=2)[CH:8]=1)=[O:6] |f:1.2|. Reported procedure: Compound 4uu was prepared following the procedure outlined in Step 3 of Example 1. Briefly described here, 0.050 g (0.169 mmol) of 3-(3,4-dimethyl-benzoyl)-6-fluoro-1H-quinolin-4-one 3j, 0.4 mL of potassium hexamethyldisilazide (0.5 M in toluene, 0.203 mmol) and 37.6 mg (0.203 mmol) of 3-methylbenzyl bromide were combined in 1.5 mL of tetrahydrofuran and heated at 60° C. for 3 h. Purification of the crude product using flash chromatography (30-50% ethyl acetate in hexane) yielded 52.2 mg of 3-(3... Starting materials: O=C(NOC1CCCCO1)c1ccc2c(c1)CCN(C(=O)C1CC1)C2, CC(C)O, Cl. Product: O=C(NO)c1ccc2c(c1)CCN(C(=O)C1CC1)C2. Reaction SMILES: [CH:1]1([C:4](=[O:5])[N:6]2[CH2:7][c:8]3[cH:9][cH:10][c:11]([C:16](=[O:17])[NH:18][O:19][CH:20]4[CH2:21][CH2:22][CH2:23][CH2:24][O:25]4)[cH:12][c:13]3[CH2:14][CH2:15]2)[CH2:2][CH2:3]1.[CH:27]([OH:28])([CH3:29])[CH3:30].[ClH:26]>>[CH:1]1([C:4](=[O:5])[N:6]2[CH2:7][c:8]3[cH:9][cH:10][c:11]([C:16](=[O:17])[NH:18][OH:19])[cH:12][c:13]3[CH2:14][CH2:15]2)[CH2:2][CH2:3]1. The reactants are Cl.C(C1=CC=CC=C1)(C1=CC=CC=C1)[C@@H]1CNCC[C@@H]1OCC1=CC(=CC(=C1)C(F)(F)F)C(F)(F)F (cis-3-Benzhydryl-4-[[3,5-bis(trifluoromethyl)benzyl]oxy]piperidine hydrochloride), CS(=O)(=O)Cl (methylsulfonyl chloride). The product is C(C1=CC=CC=C1)(C1=CC=CC=C1)[C@@H]1CN(CC[C@@H]1OCC1=CC(=CC(=C1)C(F)(F)F)C(F)(F)F)S(=O)(=O)C (cis-3-Benzhydryl-4-[[3,5-bis(trifluoromethyl)benzyl]oxy]-1-(methylsulfonyl)piperidine). RXN SMILES: Cl.[CH:2]([C@H:15]1[C@@H:20]([O:21][CH2:22][C:23]2[CH:28]=[C:27]([C:29]([F:32])([F:31])[F:30])[CH:26]=[C:25]([C:33]([F:36])([F:35])[F:34])[CH:24]=2)[CH2:19][CH2:18][NH:17][CH2:16]1)([C:9]1[CH:14]=[CH:13][CH:12]=[CH:11][CH:10]=1)[C:3]1[CH:8]=[CH:7][CH:6]=[CH:5][CH:4]=1.[CH3:37][S:38](Cl)(=[O:40])=[O:39]>>[CH:2]([C@H:15]1[C@@H:20]([O:21][CH2:22][C:23]2[CH:28]=[C:27]([C:29]([F:30])([F:31])[F:32])[CH:26]=[C:25]([C:33]([F:36])([F:34])[F:35])[CH:24]=2)[CH2:19][CH2:18][N:17]([S:38]([CH3:37])(=[O:40])=[O:39])[CH2:16]1)([C:9]1[CH:14]=[CH:13][CH:12]=[CH:11][CH:10]=1)[C:3]1[CH:4]=[CH:5][CH:6]=[CH:7][CH:8]=1 |f:0.1|. Procedure details: The compound (31.8 mg) obtained in Example 25 and methylsulfonyl chloride (9.3 μl) were reacted and treated in the same manner as in the method described in Example 30 to obtain the title compound. Starting materials: CS(=O)(=O)N (methanesulfonamide), ClC1(OC2=C(O1)C=CC=C2)Cl (2,2-dichloro-1,3-benzodioxole), C(C)(=O)OCC (ethyl acetate). Run in C1=CC=CC=C1 (benzene). Product: CS(=O)(=O)N=C1OC2=C(O1)C=CC=C2 (2-methanesulfonylimino-1,3-benzodioxole). Yield: 83.2%. Reaction SMILES: [CH3:1][S:2]([NH2:5])(=[O:4])=[O:3].Cl[C:7]1(Cl)[O:11][C:10]2[CH:12]=[CH:13][CH:14]=[CH:15][C:9]=2[O:8]1.C(OCC)(=O)C>C1C=CC=CC=1>[CH3:1][S:2]([N:5]=[C:7]1[O:11][C:10]2[CH:12]=[CH:13][CH:14]=[CH:15][C:9]=2[O:8]1)(=[O:4])=[O:3]. Procedure: 53.4 g of methanesulfonamide and 89.4 g of 2,2-dichloro-1,3-benzodioxole were heated under reflux with 400 ml of anhydrous ethyl acetate for 7 hours. After cooling, the solvent was removed by distillation under reduced pressure. To the residue thus obtained was added 200 ml of benzene, and the mixture was refluxed for 10 minutes and then cooled slowly to room temperature with stirring. The crystals deposited were collected by filtration and washed with benzene, water and 2-propanol in this order... Reactants: CC(C)(C)OC(=O)NCCN, C1CCOC1, COC(=O)C(Br)c1cccc(OC)c1, [K+], [K+], O=C([O-])[O-]. The product is COC(=O)C(NCCNC(=O)OC(C)(C)C)c1cccc(OC)c1. Reaction SMILES: [C:15]([CH3:16])([CH3:17])([CH3:18])[O:19][C:20]([NH:21][CH2:22][CH2:23][NH2:24])=[O:25].[CH2:32]1[O:33][CH2:34][CH2:35][CH2:36]1.[CH3:1][O:2][C:3]([CH:4]([c:5]1[cH:6][c:7]([O:11][CH3:12])[cH:8][cH:9][cH:10]1)[Br:13])=[O:14].[K+:26].[K+:27].[O-:28][C:29]([O-:30])=[O:31]>>[CH3:1][O:2][C:3]([CH:4]([c:5]1[cH:6][c:7]([O:11][CH3:12])[cH:8][cH:9][cH:10]1)[NH:24][CH2:23][CH2:22][NH:21][C:20]([O:19][C:15]([CH3:16])([CH3:17])[CH3:18])=[O:25])=[O:14].